Dataset: the Open Reaction Database (ORD), a public repository of structured organic reaction records. Task: describe an organic reaction: reactants, conditions, products, and yield Starting materials: [Al+3], C1CCOC1, COc1ccc(CNc2ccc3c(C(=O)OC(C)(C)C)nn(Cc4ccc(OC)cc4)c3n2)cc1, [H-], [H-], [H-], [H-], [Li+], [Na+], [OH-], O. Yields the product COc1ccc(CNc2ccc3c(CO)nn(Cc4ccc(OC)cc4)c3n2)cc1. RXN SMILES: [Al+3:37].[CH2:45]1[O:46][CH2:47][CH2:48][CH2:49]1.[CH3:1][O:2][c:3]1[cH:4][cH:5][c:6]([CH2:7][n:8]2[n:9][c:10]([C:27](=[O:28])[O:29][C:30]([CH3:31])([CH3:32])[CH3:33])[c:11]3[c:12]2[n:13][c:14]([NH:17][CH2:18][c:19]2[cH:20][cH:21][c:22]([O:25][CH3:26])[cH:23][cH:24]2)[cH:15][cH:16]3)[cH:34][cH:35]1.[H-:36].[H-:39].[H-:40].[H-:41].[Li+:38].[Na+:44].[OH-:43].[OH2:42]>>[CH3:1][O:2][c:3]1[cH:4][cH:5][c:6]([CH2:7][n:8]2[n:9][c:10]([CH2:27][OH:28])[c:11]3[c:12]2[n:13][c:14]([NH:17][CH2:18][c:19]2[cH:20][cH:21][c:22]([O:25][CH3:26])[cH:23][cH:24]2)[cH:15][cH:16]3)[cH:34][cH:35]1. Reactants: OC[C@@H](C1=CC=CC=C1)NC(OC(C)(C)C)=O (tert-butyl [(1R)-2-hydroxy-1-phenylethyl]carbamate), CC(=O)OI1(C=2C=CC=CC2C(=O)O1)(OC(=O)C)OC(=O)C (Dess-Martin periodinane). The solvent is CCOC(=O)C (EtOAc), C(Cl)Cl (CH2Cl2). Run at temperature 0 celsius, time 15 minute. Product: O=C[C@@H](C1=CC=CC=C1)NC(OC(C)(C)C)=O (tert-butyl [(1R)-2-oxo-1-phenylethyl]carbamate). RXN SMILES: [OH:1][CH2:2][C@H:3]([NH:10][C:11](=[O:17])[O:12][C:13]([CH3:16])([CH3:15])[CH3:14])[C:4]1[CH:9]=[CH:8][CH:7]=[CH:6][CH:5]=1.CC(OI1(OC(C)=O)(OC(C)=O)OC(=O)C2C=CC=CC1=2)=O>C(Cl)Cl.CCOC(C)=O>[O:1]=[CH:2][C@H:3]([NH:10][C:11](=[O:17])[O:12][C:13]([CH3:15])([CH3:14])[CH3:16])[C:4]1[CH:9]=[CH:8][CH:7]=[CH:6][CH:5]=1. Reported procedure: To a solution of tert-butyl [(1R)-2-hydroxy-1-phenylethyl]carbamate (200 mg, 0.844 mmol) in CH2Cl2 (20 mL) at 0° C. was added Dess-Martin periodinane (447 mg, 1.05 mmol). The reaction was stirred at 0° C. for 15 minutes and then at room temperature for 30 minutes. The reaction was then diluted with EtOAc (75 mL) and washed rapidly with 10% K2CO3 (2×30 mL). The organic layer was dried over Na2SO4, filtered, and concentrated. Purification of the residue on a short column of silica gel with 50% EtO... Reactants: C(C)OP(OCC)(=O)C(Cl)(Cl)Cl (trichloromethanephosphonic acid diethyl ester), C(C)OC(=O)C1C(C1C=O)(C)C (3-formyl-2,2-dimethyl-cyclopropane-1-carboxylic acid ethyl ester), [Mg] (magnesium). Run in CN(C=O)C (dimethylformamide). Yields the product C(C)OC(=O)C1C(C1C=C(Cl)Cl)(C)C (3-(2,2-Dichloro-vinyl)-2,2-dimethyl-cyclopropane-1-carboxylic acid ethyl ester). The yield is 60.0%. Reaction SMILES: C(OP([C:9]([Cl:12])([Cl:11])Cl)(=O)OCC)C.[CH2:13]([O:15][C:16]([CH:18]1[CH:20]([CH:21]=O)[C:19]1([CH3:24])[CH3:23])=[O:17])[CH3:14].[Mg]>CN(C)C=O>[CH2:13]([O:15][C:16]([CH:18]1[CH:20]([CH:21]=[C:9]([Cl:11])[Cl:12])[C:19]1([CH3:23])[CH3:24])=[O:17])[CH3:14]. Procedure: A mixture of 25.5 g (0.1 mole) of trichloromethanephosphonic acid diethyl ester and 17.2 g (0.1 mole) of 3-formyl-2,2-dimethyl-cyclopropane-1-carboxylic acid ethyl ester was added dropwise to 9.6 g of activated magnesium filings in 100 ml of dimethylformamide in a manner such that the reaction temperature did not exceed 60° C. When the exothermic reaction had ended, the reaction mixture was allowed to cool to room temperature. It was then filtered. 200 ml of water were added to the filtrate; thi... Starting materials: CCCC[Sn](C=CCO)(CCCC)CCCC, CC#N, Cc1ccccc1C(=O)c1ccc(Nc2ccccc2Br)cc1Cl, C1COCCO1, O=C(C=Cc1ccccc1)C=Cc1ccccc1, O=C(C=Cc1ccccc1)C=Cc1ccccc1, O=C(C=Cc1ccccc1)C=Cc1ccccc1, [Pd], [Pd]. Yields the product Cc1ccccc1C(=O)c1ccc(Nc2ccccc2C=CCO)cc1Cl. RXN SMILES: [CH2:25]([Sn:26]([CH2:27][CH2:28][CH2:29][CH3:34])([CH:30]=[CH:31][CH2:32][OH:33])[CH2:35][CH2:36][CH2:37][CH3:38])[CH2:39][CH2:40][CH3:41].[CH3:48][C:49]#[N:50].[Cl:1][c:2]1[c:3]([C:16](=[O:17])[c:18]2[c:19]([CH3:24])[cH:20][cH:21][cH:22][cH:23]2)[cH:4][cH:5][c:6]([NH:8][c:9]2[c:10]([Br:15])[cH:11][cH:12][cH:13][cH:14]2)[cH:7]1.[O:42]1[CH2:43][CH2:44][O:45][CH2:46][CH2:47]1.[O:53]=[C:54]([CH:55]=[CH:56][c:57]1[cH:58][cH:59][cH:60][cH:61][cH:62]1)[CH:63]=[CH:64][c:65]1[cH:66][cH:67][cH:68][cH:69][cH:70]1.[O:71]=[C:72]([CH:73]=[CH:74][c:75]1[cH:76][cH:77][cH:78][cH:79][cH:80]1)[CH:81]=[CH:82][c:83]1[cH:84][cH:85][cH:86][cH:87][cH:88]1.[O:89]=[C:90]([CH:91]=[CH:92][c:93]1[cH:94][cH:95][cH:96][cH:97][cH:98]1)[CH:99]=[CH:100][c:101]1[cH:102][cH:103][cH:104][cH:105][cH:106]1.[Pd:51].[Pd:52]>>[Cl:1][c:2]1[c:3]([C:16](=[O:17])[c:18]2[c:19]([CH3:24])[cH:20][cH:21][cH:22][cH:23]2)[cH:4][cH:5][c:6]([NH:8][c:9]2[c:10]([CH:30]=[CH:31][CH2:32][OH:33])[cH:11][cH:12][cH:13][cH:14]2)[cH:7]1. Reaction SMILES: [C:1]([CH3:2])([CH3:3])([CH3:4])[O:5][C:6](=[O:7])[N:8]1[CH2:9][c:10]2[cH:11][c:12]([NH:20][C:21](=[O:22])[c:23]3[c:24]([F:29])[n:25][cH:26][cH:27][cH:28]3)[cH:13][cH:14][c:15]2[C:16]([CH3:18])([CH3:19])[CH2:17]1.[C:50]([OH:51])([CH3:52])([CH3:53])[CH3:54].[CH:41]([N:42]([CH2:43][CH3:44])[CH:45]([CH3:46])[CH3:47])([CH3:48])[CH3:49].[nH:30]1[cH:31][cH:32][c:33]2[c:34]1[n:35][cH:36][cH:37][c:38]2[CH2:39][NH2:40]>>[C:1]([CH3:2])([CH3:3])([CH3:4])[O:5][C:6](=[O:7])[N:8]1[CH2:9][c:10]2[cH:11][c:12]([NH:20][C:21](=[O:22])[c:23]3[c:24]([NH:40][CH2:39][c:38]4[c:33]5[cH:32][cH:31][nH:30][c:34]5[n:35][cH:36][cH:37]4)[n:25][cH:26][cH:27][cH:28]3)[cH:13][cH:14][c:15]2[C:16]([CH3:18])([CH3:19])[CH2:17]1. Product: CC(C)(C)OC(=O)N1Cc2cc(NC(=O)c3cccnc3NCc3ccnc4[nH]ccc34)ccc2C(C)(C)C1. Reactants: CC(C)(C)OC(=O)N1Cc2cc(NC(=O)c3cccnc3F)ccc2C(C)(C)C1, CC(C)(C)O, CCN(C(C)C)C(C)C, NCc1ccnc2[nH]ccc12. The reactants are BrCc1ccccc1, O=C([O-])[O-], C=CCc1c(O)ccc2[nH]ccc12, [Cs+], [Cs+], CN(C)C=O, O. Yields the product C=CCc1c(OCc2ccccc2)ccc2[nH]ccc12. RXN SMILES: [Br:14][CH2:15][c:16]1[cH:17][cH:18][cH:19][cH:20][cH:21]1.[C:22](=[O:23])([O-:24])[O-:25].[CH2:1]([CH:2]=[CH2:3])[c:4]1[c:5]2[cH:6][cH:7][nH:8][c:9]2[cH:10][cH:11][c:12]1[OH:13].[Cs+:26].[Cs+:27].[O:29]=[CH:30][N:31]([CH3:32])[CH3:33].[OH2:28]>>[CH2:1]([CH:2]=[CH2:3])[c:4]1[c:5]2[cH:6][cH:7][nH:8][c:9]2[cH:10][cH:11][c:12]1[O:13][CH2:15][c:16]1[cH:17][cH:18][cH:19][cH:20][cH:21]1. The reactants are BrC=1C=C(C=NC1)N (5-bromopyridin-3-amine), FC1=CC=C(C=C1)S(=O)(=O)Cl (4-fluorobenzene-1-sulfonyl chloride), C(C)#N (ACN), O (water). The solvent is CCO (EtOH), C(=O)O (formic acid). Run at time 8 hour. Yields the product Phase B, BrC=1C=C(C=NC1)NS(=O)(=O)C1=CC=C(C=C1)F (N-(5-bromopyridin-3-yl)-4-fluorobenzenesulfonamide). Isolated yield 9.4%. As a reaction SMILES: [Br:1][C:2]1[CH:3]=[C:4]([NH2:8])[CH:5]=[N:6][CH:7]=1.[F:9][C:10]1[CH:15]=[CH:14][C:13]([S:16](Cl)(=[O:18])=[O:17])=[CH:12][CH:11]=1.C(#N)C.O>CCO.C(O)=O>[Br:1][C:2]1[CH:3]=[C:4]([NH:8][S:16]([C:13]2[CH:14]=[CH:15][C:10]([F:9])=[CH:11][CH:12]=2)(=[O:18])=[O:17])[CH:5]=[N:6][CH:7]=1. Reported procedure: To a solution of 5-bromopyridin-3-amine (3 g, 17.34 mmol) in absolute EtOH (15 ml), 4-fluorobenzene-1-sulfonyl chloride (0.989 g, 5.08 mmol) was added and the reaction was stirred overnight. Ethanol was removed under reduced pressure and residue was diluted with DCM (40 ml) and washed once with sat. NaHCO3. Organic phase was dried over Na2SO4, filtered and concentrated. Product was straightforward purified via reverse phase chromatography with a Biotage C18 30 g column (Phase A, water 95%, ACN 5... The solvent is CC#N (MeCN). Yields the product [Cl-].C1(=CC=CC=C1)C1(CCCCCC1)C(=O)O[C@H]1C[N+]2(CCC1CC2)CC(NC2=NC=CC=N2)=O ((R)-3-(1-Phenyl-cycloheptanecarbonyloxy)-1-(pyrimidin-2-ylcarbamoylmethyl)-1-azonia-bicyclo[2.2.2]octane chloride). Starting materials: N12C[C@@H](C(CC1)CC2)OC(=O)C2(CCCCCC2)C2=CC=CC=C2 (1-Phenyl-cycloheptanecarboxylic acid (R)-(1-aza-bicyclo[2.2.2]oct-3-yl) ester), ClCC(=O)NC1=NC=CC=N1 (2-chloro-N-pyrimidin-2-yl-acetamide). Procedure details: 1-Phenyl-cycloheptanecarboxylic acid (R)-(1-aza-bicyclo[2.2.2]oct-3-yl) ester (Example 14e, 0.30 mmol) and 2-chloro-N-pyrimidin-2-yl-acetamide (Example 50a) (0.36 mmol) in MeCN (1.5 mL) were stirred together at room temperature overnight. The reaction mixture was concentrated in vacuo and the residue purified by silica gel chromatography eluting with 0-10% MeOH/dichloromethane to give the title compound as a white solid (90) mg). RXN SMILES: [N:1]12[CH2:8][CH2:7][CH:4]([CH2:5][CH2:6]1)[C@@H:3]([O:9][C:10]([C:12]1([C:19]3[CH:24]=[CH:23][CH:22]=[CH:21][CH:20]=3)[CH2:18][CH2:17][CH2:16][CH2:15][CH2:14][CH2:13]1)=[O:11])[CH2:2]2.[Cl:25][CH2:26][C:27]([NH:29][C:30]1[N:35]=[CH:34][CH:33]=[CH:32][N:31]=1)=[O:28]>CC#N>[Cl-:25].[C:19]1([C:12]2([C:10]([O:9][C@@H:3]3[CH:4]4[CH2:7][CH2:8][N+:1]([CH2:26][C:27](=[O:28])[NH:29][C:30]5[N:35]=[CH:34][CH:33]=[CH:32][N:31]=5)([CH2:6][CH2:5]4)[CH2:2]3)=[O:11])[CH2:18][CH2:17][CH2:16][CH2:15][CH2:14][CH2:13]2)[CH:20]=[CH:21][CH:22]=[CH:23][CH:24]=1 |f:3.4|. Starting materials: N#Cc1ccc(Oc2c(Cl)ccc(CBr)c2F)c(F)c1, ClCCl, N. The product is Br, N#Cc1ccc(Oc2c(Cl)ccc(CN)c2F)c(F)c1. RXN SMILES: [Br:2][CH2:3][c:4]1[c:5]([F:21])[c:6]([O:11][c:12]2[c:13]([F:20])[cH:14][c:15]([C:16]#[N:17])[cH:18][cH:19]2)[c:7]([Cl:10])[cH:8][cH:9]1.[Cl:22][CH2:23][Cl:24].[NH3:1]>>[BrH:2].[NH2:1][CH2:3][c:4]1[c:5]([F:21])[c:6]([O:11][c:12]2[c:13]([F:20])[cH:14][c:15]([C:16]#[N:17])[cH:18][cH:19]2)[c:7]([Cl:10])[cH:8][cH:9]1. The reactants are BrC=1SC=CC1 (2-bromothiophene), C(CCCCC)N1C(C(=C2C1=CC1=C(C(N(C1=C2)CCCCCC)=O)C=2SC(=CC2)Br)C=2SC(=CC2)Br)=O (1,5-Dihexyl-3,7-di-(5-bromothiophen-2-yl)-1H,5H-pyrrolo[2,3-f]indole-2,6-dione), CC1(OB(OC1(C)C)C(CC1=CC=CC=2C3=CC=C(C=C3C(C12)(CC)CC)B1OC(C(O1)(C)C)(C)C)CCCC)C (2,7-bis(4,4,5,5-tetramethyl-1,3,2-dioxaborolan-2-yl)-9,9-di-ethylhexylfluorene), (o-tol)3P , [O-]P(=O)([O-])[O-].[K+].[K+].[K+] (K3PO4). The reagents and catalysts are C=1C=CC(=CC1)/C=C/C(=O)/C=C/C2=CC=CC=C2.C=1C=CC(=CC1)/C=C/C(=O)/C=C/C2=CC=CC=C2.C=1C=CC(=CC1)/C=C/C(=O)/C=C/C2=CC=CC=C2.[Pd].[Pd] (Pd2(dba)3). Run in CO (methanol), C1(=CC=CC=C1)C (toluene), C1(=CC=CC=C1)C.O (toluene H2O). Conditions: time 12 hour. The product is C1=CC=CC=2C3=CC=CC=C3CC12 (Fluorene). The yield is 372.0%. RXN SMILES: C(N1C2=CC3C(=CC2=C(C2SC(Br)=CC=2)C1=O)N(CCCCCC)C(=O)C=3C1SC(Br)=CC=1)CCCCC.CC1(C)C(C)(C)OB(C(CCCC)C[C:49]2[C:61]3[C:60](CC)(CC)[C:59]4[C:54](=[CH:55][CH:56]=[C:57](B5OC(C)(C)C(C)(C)O5)[CH:58]=4)[C:53]=3[CH:52]=[CH:51][CH:50]=2)O1.[O-]P([O-])([O-])=O.[K+].[K+].[K+].BrC1SC=CC=1>C1(C)C=CC=CC=1.C1C=CC(/C=C/C(/C=C/C2C=CC=CC=2)=O)=CC=1.C1C=CC(/C=C/C(/C=C/C2C=CC=CC=2)=O)=CC=1.C1C=CC(/C=C/C(/C=C/C2C=CC=CC=2)=O)=CC=1.[Pd].[Pd].CO.C1(C)C=CC=CC=1.O>[CH:49]1[C:61]2[CH2:60][C:59]3[C:54](=[CH:55][CH:56]=[CH:57][CH:58]=3)[C:53]=2[CH:52]=[CH:51][CH:50]=1 |f:2.3.4.5,8.9.10.11.12,14.15|. Procedure: A mixture of 1,5-Dihexyl-3,7-di-(5-bromothiophen-2-yl)-1H,5H-pyrrolo[2,3-f]indole-2,6-dione (0.150 g, 0.221 mmol), 2,7-bis(4,4,5,5-tetramethyl-1,3,2-dioxaborolan-2-yl)-9,9-di-ethylhexylfluorene (0.149 g, 0232 mmol), Pd2(dba)3 (5.0 mg), (o-tol)3P (3.0 mg), K3PO4 (0.187 g) and toluene/H2O (20 mL/1 mL) was heated at reflux for 24 h. 2-bromothiophene (0.035 g, 0.22 mmol) in toluene (1 mL) was added and the resulting mixture was stirred for another 12 h. Then, after cooling to room temperature, the m...